This data is from the Open Reaction Database (ORD), a public repository of structured organic reaction records. The task is: describe an organic reaction: reactants, conditions, products, and yield Reactants: CC(C)COC1C(C(=O)O)C1(C)C, OCc1[nH]ccc1Cc1ccc(Cl)cc1. Product: CC(C)COC1C(C(=O)OCc2[nH]ccc2Cc2ccc(Cl)cc2)C1(C)C. As a reaction SMILES: [CH2:16]([CH:17]([CH3:18])[CH3:19])[O:20][CH:21]1[C:22]([CH3:27])([CH3:28])[CH:23]1[C:24](=[O:25])[OH:26].[Cl:1][c:2]1[cH:3][cH:4][c:5]([CH2:6][c:7]2[c:8]([CH2:12][OH:13])[nH:9][cH:10][cH:11]2)[cH:14][cH:15]1>>[Cl:1][c:2]1[cH:3][cH:4][c:5]([CH2:6][c:7]2[c:8]([CH2:12][O:13][C:24]([CH:23]3[CH:21]([O:20][CH2:16][CH:17]([CH3:18])[CH3:19])[C:22]3([CH3:27])[CH3:28])=[O:25])[nH:9][cH:10][cH:11]2)[cH:14][cH:15]1. The reactants are N1=CC=CC=2C(=CC=CC12)O (quinolin-5-ol), Cl (hydrogen chloride), Cl (hydrochloric acid), C=O (formalin). Run at time 8 hour. Yields the product OCC1=CC=C(C=2C=CC=NC12)O (8-hydroxymethyl-quinolin-5-ol). RXN SMILES: [N:1]1[C:10]2[CH:9]=[CH:8][CH:7]=[C:6]([OH:11])[C:5]=2[CH:4]=[CH:3][CH:2]=1.Cl.[CH2:13]=[O:14]>>[OH:14][CH2:13][C:9]1[C:10]2[N:1]=[CH:2][CH:3]=[CH:4][C:5]=2[C:6]([OH:11])=[CH:7][CH:8]=1. Procedure details: 3.40 g of quinolin-5-ol is combined with 8 ml of conc. hydrochloric acid and 8 ml of 37% formalin solution while cooling with an ice bath. Then hydrogen chloride gas is piped through the reaction mixture for about two hours, while the temperature slowly rises. The reaction mixture is stirred first overnight while cooling with an ice bath, then at ambient temperature and then evaporated down in vacuo. The flask residue is taken up in water, covered with a layer of diethyl ether and adjusted to pH... The reactants are CCO, CC(C)N, Clc1nc(Cl)c2cscc2n1. Yields the product CC(C)Nc1nc(Cl)nc2cscc12. Reaction SMILES: [CH2:16]([OH:17])[CH3:18].[CH3:12][CH:13]([CH3:14])[NH2:15].[Cl:1][c:2]1[n:3][c:4]([Cl:11])[c:5]2[c:6]([n:7]1)[cH:8][s:9][cH:10]2>>[Cl:1][c:2]1[n:3][c:4]([NH:15][CH:13]([CH3:12])[CH3:14])[c:5]2[c:6]([n:7]1)[cH:8][s:9][cH:10]2. The reactants are [OH-].[K+] (Potassium hydroxide), ice, C1(=CC=CC=C1)C=1N=C(SC1)COC(C1=CC=CC=C1)=O.C(C1=CC=CC=C1)(=O)O (benzoic acid (4-phenylthiazol-2-yl)methyl benzoate). The solvent is CCO (EtOH). Run at time 1 hour. The product is C1(=CC=CC=C1)C=1N=C(SC1)CO ((4-phenylthiazol-2-yl)methanol). Yield: 87.4%. RXN SMILES: [OH-].[K+].[C:3]1([C:9]2[N:10]=[C:11]([CH2:14][O:15]C(=O)C3C=CC=CC=3)[S:12][CH:13]=2)[CH:8]=[CH:7][CH:6]=[CH:5][CH:4]=1.C(O)(=O)C1C=CC=CC=1>CCO>[C:3]1([C:9]2[N:10]=[C:11]([CH2:14][OH:15])[S:12][CH:13]=2)[CH:4]=[CH:5][CH:6]=[CH:7][CH:8]=1 |f:0.1,2.3|. Reported procedure: Potassium hydroxide (1.06 g, 18.84 mmol) was added to an ice cooled solution of benzoic acid (4-phenylthiazol-2-yl)methyl benzoate (3.71 g, 12.56 mmol) in EtOH (40 mL). The reaction mixture was slowly warmed to room temperature and allowed to stir for 1 h. The reaction mixture was concentrated under reduced pressure and then diluted with water. The organic product was extracted with EtOAc, washed with brine, dried over anhydrous sodium sulfate, and concentrated under reduced pressure. The crude ... Reagents/catalysts: [Br-].C[N+](C)(C)C (tetramethylammonium bromide). Procedure: To a 2000-ml three-necked flask including a thermometer, a condenser, a stirrer and a dropping funnel were added 190.65 g (1.0 mol) of p-toluenesulfonic acid chloride, 32.24 g (0.1 mol) of tetramethylammonium bromide and 400 ml of toluene, which in turn were cooled down to 5° C. while being stirred in an ice bath. After 116.16 g (1.0 mmol) of 3-ethyl-hydroxymethyl-oxetane was added to the mixture, 130 ml of 35% by weight of a sodium hydroxide aqueous solution was dropped from the dropping funnel... The yield is 90.0%. Conditions: temperature 5 celsius. Reaction SMILES: [C:1]1([CH3:11])[CH:6]=[CH:5][C:4]([S:7](Cl)(=[O:9])=[O:8])=[CH:3][CH:2]=1.[C:12]1([CH3:18])[CH:17]=[CH:16]C=[CH:14][CH:13]=1.C(C1C[O:23][CH:22]1CO)C.[OH-:27].[Na+]>[Br-].C[N+](C)(C)C.O>[O:23]1[CH2:16][CH:17]([CH:12]([CH2:13][CH3:14])[CH2:18][O:8][S:7]([C:4]2[CH:5]=[CH:6][C:1]([CH3:11])=[CH:2][CH:3]=2)(=[O:27])=[O:9])[CH2:22]1 |f:3.4,5.6|. Reactants: resultant mixture, C1(=CC=C(C=C1)S(=O)(=O)Cl)C (p-toluenesulfonic acid chloride), C1(=CC=CC=C1)C (toluene), C(C)C1C(OC1)CO (3-ethyl-hydroxymethyl-oxetane), [OH-].[Na+] (sodium hydroxide). Solvent: O (water). The product is O1CC(C1)C(COS(=O)(=O)C1=CC=C(C)C=C1)CC (2-(3-oxetanyl)butyltosylate). Starting materials: [H][H] (hydrogen), [H][H] (hydrogen), CN(CC=1N=C(OC1C)C1=CC=CC=C1)CCOC1=CC=C(C=C1)C=C1C(NC(S1)=O)=O (5-[4-[2-[N-Methyl-N-(5-methyl-2-phenyl-4oxazolyl)methylamino]ethoxy]phenyl methylene]thiazolidine-2,4-dione). The reagents and catalysts are [Pd] (palladium on charcoal). Solvent: O1CCOCC1 (1,4-dioxane). Yields the product CN(CC=1N=C(OC1C)C1=CC=CC=C1)CCOC1=CC=C(CC2C(NC(S2)=O)=O)C=C1 (5-[4-[2-[N-Methyl-N-(5-methyl-2-phenyl-4-oxazolyl)methylamino]ethoxy]benzyl]thiazolidine-2,4-dione). Isolated yield 99.6%. RXN SMILES: [CH3:1][N:2]([CH2:16][CH2:17][O:18][C:19]1[CH:24]=[CH:23][C:22]([CH:25]=[C:26]2[S:30][C:29](=[O:31])[NH:28][C:27]2=[O:32])=[CH:21][CH:20]=1)[CH2:3][C:4]1[N:5]=[C:6]([C:10]2[CH:15]=[CH:14][CH:13]=[CH:12][CH:11]=2)[O:7][C:8]=1[CH3:9].[H][H]>O1CCOCC1.[Pd]>[CH3:1][N:2]([CH2:16][CH2:17][O:18][C:19]1[CH:20]=[CH:21][C:22]([CH2:25][CH:26]2[S:30][C:29](=[O:31])[NH:28][C:27]2=[O:32])=[CH:23][CH:24]=1)[CH2:3][C:4]1[N:5]=[C:6]([C:10]2[CH:11]=[CH:12][CH:13]=[CH:14][CH:15]=2)[O:7][C:8]=1[CH3:9]. Reported procedure: 5-[4-[2-[N-methyl-N-(5-methyl-2-phenyl-4-oxazolyl)methylamino]ethoxy]phenyl methylene]thiazolidine-2,4-dione (2.5 g) obtained in example 18, was dissolved in dry 1,4-dioxane (100 ml) and was reduced with hydrogen (50 psig) in the presence of 10% palladium on charcoal (2.5 g) at ambient temperature until hydrogen uptake ceased. The solution was filtered through a bed of celite, the filter pad was washed exhaustively with dioxane and the combined filtrate was evaporated to dryness under reduced pr... Reactants: CC(C)(C)S(=O)Cl, ClCCl, Cn1c(Nc2cc(CN)ccc2C(F)(F)F)nc2cc(Cl)c(N3CCC(C(F)(F)F)CC3)cc21. The product is Cn1c(Nc2cc(CNS(=O)C(C)(C)C)ccc2C(F)(F)F)nc2cc(Cl)c(N3CCC(C(F)(F)F)CC3)cc21. As a reaction SMILES: [CH3:1][C:2]([CH3:3])([CH3:4])[S:5](=[O:6])[Cl:7].[Cl:42][CH2:43][Cl:44].[F:8][C:9]([c:10]1[c:11]([NH:18][c:19]2[n:20][c:21]3[c:22]([n:23]2[CH3:24])[cH:25][c:26]([N:30]2[CH2:31][CH2:32][CH:33]([C:36]([F:37])([F:38])[F:39])[CH2:34][CH2:35]2)[c:27]([Cl:29])[cH:28]3)[cH:12][c:13]([CH2:14][NH2:15])[cH:16][cH:17]1)([F:40])[F:41]>>[CH3:1][C:2]([CH3:3])([CH3:4])[S:5](=[O:6])[NH:15][CH2:14][c:13]1[cH:12][c:11]([NH:18][c:19]2[n:20][c:21]3[c:22]([n:23]2[CH3:24])[cH:25][c:26]([N:30]2[CH2:31][CH2:32][CH:33]([C:36]([F:37])([F:38])[F:39])[CH2:34][CH2:35]2)[c:27]([Cl:29])[cH:28]3)[c:10]([C:9]([F:8])([F:40])[F:41])[cH:17][cH:16]1.